Task: describe an organic reaction: reactants, conditions, products, and yield. Dataset: the Open Reaction Database (ORD), a public repository of structured organic reaction records Starting materials: Cl.ClC1=CC=C(C=C1)C(CC1=NC2=C(N1)CCCC2)=O (1-(4-Chlorophenyl)-2-(4,5,6,7-tetrahydro-1H-benzimidazol-2-yl)ethanone hydrochloride), C[O-].[Na+] (sodium methylate), C(C#C)(=O)OC (methyl propiolate). As a reaction SMILES: Cl.[Cl:2][C:3]1[CH:8]=[CH:7][C:6]([C:9](=[O:20])[CH2:10][C:11]2[NH:15][C:14]3[CH2:16][CH2:17][CH2:18][CH2:19][C:13]=3[N:12]=2)=[CH:5][CH:4]=1.C[O-].[Na+].[C:24](OC)(=[O:27])[C:25]#[CH:26]>>[Cl:2][C:3]1[CH:8]=[CH:7][C:6]([C:9]([C:10]2[CH:26]=[CH:25][C:24](=[O:27])[N:15]3[C:14]4[CH2:16][CH2:17][CH2:18][CH2:19][C:13]=4[NH:12][C:11]=23)=[O:20])=[CH:5][CH:4]=1 |f:0.1,2.3|. Reported procedure: The compound is prepared as described in example 25 with 80 mg (0.23 mmol) of 1-(4-Chlorophenyl)-2-(4,5,6,7-tetrahydro-1H-benzimidazol-2-yl)ethanone hydrochloride (example XXXXI), 19.5 mg (0.46 mmol) of sodium methylate and 96.8 mg (0.23 mmol) methyl propiolate. Product: ClC1=CC=C(C(=O)C=2C=CC(N3C2NC2=C3CCCC2)=O)C=C1 (4-(4-Chlorobenzoyl)-6,7,8,9-tetrahydropyrido[1,2-a]benzimidazol-1(5H)-one). Reactants: Clc1ncc(Br)cn1, CCOC(C)=O, [F-], CCN(CC1CCC1)c1nc2c(C)cccc2cc1CNCc1cc(C(F)(F)F)cc(C(F)(F)F)c1, [K+], CN(C)C=O, O. Yields the product CCN(CC1CCC1)c1nc2c(C)cccc2cc1CN(Cc1cc(C(F)(F)F)cc(C(F)(F)F)c1)c1ncc(Br)cn1. As a reaction SMILES: [Br:37][c:38]1[cH:39][n:40][c:41]([Cl:44])[n:42][cH:43]1.[CH3:53][CH2:54][O:55][C:56]([CH3:57])=[O:58].[F-:45].[F:1][C:2]([c:3]1[cH:4][c:5]([CH2:6][NH:7][CH2:8][c:9]2[c:10]([N:20]([CH2:21][CH3:22])[CH2:23][CH:24]3[CH2:25][CH2:26][CH2:27]3)[n:11][c:12]3[c:13]([CH3:19])[cH:14][cH:15][cH:16][c:17]3[cH:18]2)[cH:28][c:29]([C:31]([F:32])([F:33])[F:34])[cH:30]1)([F:35])[F:36].[K+:46].[O:48]=[CH:49][N:50]([CH3:51])[CH3:52].[OH2:47]>>[F:1][C:2]([c:3]1[cH:4][c:5]([CH2:6][N:7]([CH2:8][c:9]2[c:10]([N:20]([CH2:21][CH3:22])[CH2:23][CH:24]3[CH2:25][CH2:26][CH2:27]3)[n:11][c:12]3[c:13]([CH3:19])[cH:14][cH:15][cH:16][c:17]3[cH:18]2)[c:41]2[n:40][cH:39][c:38]([Br:37])[cH:43][n:42]2)[cH:28][c:29]([C:31]([F:32])([F:33])[F:34])[cH:30]1)([F:35])[F:36]. The reactants are C(C)OC(=O)C=1OC2=C(C1C)C(=CC=C2)O (ethyl-4-hydroxy-3-methylbenzofuran-2-carboxylate), C(C=C)Br (allyl bromide), C([O-])([O-])=O.[K+].[K+] (potassium carbonate). Run in CC(=O)C (acetone). Product: C(C=C)OC1=CC=CC2=C1C(=C(O2)C(=O)OCC)C (Ethyl 4-allyloxy-3-methylbenzofuran-2-carboxylate). The yield is 92.2%. RXN SMILES: [CH2:1]([O:3][C:4]([C:6]1[O:7][C:8]2[CH:15]=[CH:14][CH:13]=[C:12]([OH:16])[C:9]=2[C:10]=1[CH3:11])=[O:5])[CH3:2].[CH2:17](Br)[CH:18]=[CH2:19].C(=O)([O-])[O-].[K+].[K+]>CC(C)=O>[CH2:19]([O:16][C:12]1[C:9]2[C:10]([CH3:11])=[C:6]([C:4]([O:3][CH2:1][CH3:2])=[O:5])[O:7][C:8]=2[CH:15]=[CH:14][CH:13]=1)[CH:18]=[CH2:17] |f:2.3.4|. Procedure: A mixture of ethyl-4-hydroxy-3-methylbenzofuran-2-carboxylate (11.0 g, 50 mmol), allyl bromide (4.8 ml, 55 mmol) and potassium carbonate (55 mmol) was refluxed in acetone (300 ml) for 4 hours. The resulting mixture was cooled, filtered and concentrated. The residue was chromatographed (silica gel, eluted with 5% ethyl acetate in hexane) to give 12 g of the title compound, m.p. 64°-65° C.